From a dataset of the Open Reaction Database (ORD), a public repository of structured organic reaction records. describe an organic reaction: reactants, conditions, products, and yield Procedure: 3-(2-Bromo-ethoxy)-benzoic acid methyl ester and 5-cyano-3-methyl-2-pyridin-3-yl-indol-1-yl (Example 6) are processed according to the method described in Example 59 to give 3-[2-(5-cyano-3-methyl-2-pyridin-3-yl-indol-1-yl)-ethoxy]-benzoic acid methyl ester. 1H NMR (400 MHz, MeOD) δ ppm 2.26 (s, 3H), 3.90 (s, 3H), 4.22 (t, J=4.9 Hz, 2H), 4.60 (t, J=5.1 Hz, 2H), 6.91 (dd, J=7.8, 2.3 Hz, 1H), 7.21-7.24 (m, 1H), 7.28 (t, J=8.0 Hz, 1H), 7.52-7.59 (m, 2H), 7.65 (dd, J=7.8, 5.1 Hz, 1H), 7.76 (d, J=8.6... The product is COC(C1=CC(=CC=C1)OCCN1C(=C(C2=CC(=CC=C12)C#N)C)C=1C=NC=CC1)=O (3-[2-(5-cyano-3-methyl-2-pyridin-3-yl-indol-1-yl)-ethoxy]-benzoic acid methyl ester). Reactants: COC(C1=CC(=CC=C1)OCCBr)=O (3-(2-Bromo-ethoxy)-benzoic acid methyl ester), CC1=C(NC2=CC=C(C=C12)C#N)C=1C=NC=CC1 (3-methyl-2-pyridin-3-yl-1H-indole-5-carbonitrile). Reaction SMILES: [CH3:1][O:2][C:3](=[O:14])[C:4]1[CH:9]=[CH:8][CH:7]=[C:6]([O:10][CH2:11][CH2:12]Br)[CH:5]=1.[CH3:15][C:16]1[C:24]2[C:19](=[CH:20][CH:21]=[C:22]([C:25]#[N:26])[CH:23]=2)[NH:18][C:17]=1[C:27]1[CH:28]=[N:29][CH:30]=[CH:31][CH:32]=1>>[CH3:1][O:2][C:3](=[O:14])[C:4]1[CH:9]=[CH:8][CH:7]=[C:6]([O:10][CH2:11][CH2:12][N:18]2[C:19]3[C:24](=[CH:23][C:22]([C:25]#[N:26])=[CH:21][CH:20]=3)[C:16]([CH3:15])=[C:17]2[C:27]2[CH:28]=[N:29][CH:30]=[CH:31][CH:32]=2)[CH:5]=1.